Dataset: the Open Reaction Database (ORD), a public repository of structured organic reaction records. Task: describe an organic reaction: reactants, conditions, products, and yield Starting materials: Br, Br, CC(=O)Nc1ccccc1C(C)=O, CC(=O)Cl, CC(=O)O, NCC(=O)c1ccccc1. Yields the product CC(=O)Nc1ccccc1C(=O)CBr. As a reaction SMILES: [Br:29].[BrH:28].[C:1]([CH3:2])(=[O:3])[c:4]1[c:5]([NH:10][C:11]([CH3:12])=[O:13])[cH:6][cH:7][cH:8][cH:9]1.[CH3:24][C:25](=[O:26])[Cl:27].[CH3:30][C:31](=[O:32])[OH:33].[NH2:14][CH2:15][C:16]([c:17]1[cH:18][cH:19][cH:20][cH:21][cH:22]1)=[O:23]>>[C:1]([CH2:2][Br:28])(=[O:3])[c:4]1[c:5]([NH:10][C:11]([CH3:12])=[O:13])[cH:6][cH:7][cH:8][cH:9]1. Starting materials: C(C)OC(CC[C@H]1N(C[C@@H](C1)OS(=O)(=O)C)C(=O)OC(C)(C)C)=O (tert-butyl (2R,4R)-2-(3-ethoxy-3-oxopropyl)-4-[(methylsulfonyl)oxy]pyrrolidine-1-carboxylate), [N-]=[N+]=[N-].[Na+] (sodium azide). Solvent: CN(C=O)C (N,N-dimethylformamide), C(C)(=O)OCC (ethyl acetate). Run at temperature 80 celsius, time 14 hour. Yields the product N(=[N+]=[N-])[C@H]1C[C@H](N(C1)C(=O)OC(C)(C)C)CCC(=O)OCC (tert-Butyl (2R,4S)-4-azido-2-(3-ethoxy-3-oxopropyl)pyrrolidine-1-carboxylate). The yield is 149.9%. As a reaction SMILES: [CH2:1]([O:3][C:4](=[O:24])[CH2:5][CH2:6][C@@H:7]1[CH2:11][C@@H:10](OS(C)(=O)=O)[CH2:9][N:8]1[C:17]([O:19][C:20]([CH3:23])([CH3:22])[CH3:21])=[O:18])[CH3:2].[N-:25]=[N+:26]=[N-:27].[Na+]>CN(C)C=O.C(OCC)(=O)C>[N:25]([C@@H:10]1[CH2:9][N:8]([C:17]([O:19][C:20]([CH3:23])([CH3:22])[CH3:21])=[O:18])[C@H:7]([CH2:6][CH2:5][C:4]([O:3][CH2:1][CH3:2])=[O:24])[CH2:11]1)=[N+:26]=[N-:27] |f:1.2|. Procedure: The mixture of tert-butyl (2R,4R)-2-(3-ethoxy-3-oxopropyl)-4-[(methylsulfonyl)oxy]pyrrolidine-1-carboxylate (462 mg, 1.20 mmol, step 3 of Example 8) and sodium azide (228 mg, 3.5 mmol) in N,N-dimethylformamide (10 mL) was stirred at 80° C. for 14 h. After cooling to room temperature, the mixture was diluted with ethyl acetate (150 mL), washed with water (50 mL×2) and brine (50 mL). The organic layer was separated, dried over sodium sulfate, and concentrated under reduced pressure to give 562 mg ...